This data is from the Open Reaction Database (ORD), a public repository of structured organic reaction records. The task is: describe an organic reaction: reactants, conditions, products, and yield As a reaction SMILES: Cl.[NH2:2][OH:3].C([O-])(=O)C.[Na+].[O:9]([C:16]1[CH:26]=[CH:25][C:19]([O:20][CH2:21][C:22](=O)[CH3:23])=[CH:18][CH:17]=1)[C:10]1[CH:15]=[CH:14][CH:13]=[CH:12][CH:11]=1>O.C(O)C>[O:9]([C:16]1[CH:26]=[CH:25][C:19]([O:20][CH2:21][C:22](=[N:2][OH:3])[CH3:23])=[CH:18][CH:17]=1)[C:10]1[CH:15]=[CH:14][CH:13]=[CH:12][CH:11]=1 |f:0.1,2.3|. Reaction conditions: time 1 hour. The product is O(C1=CC=CC=C1)C1=CC=C(OCC(C)=NO)C=C1 (4-phenoxyphenoxyacetone oxime). Procedure details: Over about 1 hour, a solution of 22 g of hydroxylamine hydrochloride and 26 g of anhydrous sodium acetate in 110 ml of water is added dropwise at room temperature to a solution of 64 g of 4-phenoxyphenoxyacetone in 260 ml of ethanol. After the slightly exothermic reaction has subsided, the mixture is stirred for a further 3.5 hours at reflux temperature. Subsequently, the ethanol is distilled off from the reaction mixture by rotary evaporation, the aqueous residue is extracted three times with a... Starting materials: Cl.NO (hydroxylamine hydrochloride), C(C)(=O)[O-].[Na+] (sodium acetate), O(C1=CC=CC=C1)C1=CC=C(OCC(C)=O)C=C1 (4-phenoxyphenoxyacetone). The solvent is O (water), C(C)O (ethanol).